Dataset: the Open Reaction Database (ORD), a public repository of structured organic reaction records. Task: describe an organic reaction: reactants, conditions, products, and yield Reactants: O.O.[Sn](Cl)Cl (Tin(II) chloride dihydrate), NC=1C=NC(=CC1)S(=O)(=O)C (3-amino-6-(methylsulfonyl)pyridine), N(=O)[O-].[Na+] (sodium nitrite), [OH-].[Na+] (sodium hydroxide). The solvent is Cl (hydrochloric acid), O1CCCC1 (tetrahydrofuran), Cl (hydrochloric acid), O (water). Conditions: temperature -7.5 celsius, time 2 hour. Yields the product Cl.N(N)C=1C=CC(=NC1)S(=O)(=O)C (5-HYDRAZINO-2-(METHYLSULFONYL)PYRIDINE HYDROCHLORIDE). Yield: 66.2%. RXN SMILES: [NH2:1][C:2]1[CH:3]=[N:4][C:5]([S:8]([CH3:11])(=[O:10])=[O:9])=[CH:6][CH:7]=1.[N:12]([O-])=O.[Na+].O.O.[Sn](Cl)[Cl:19].[OH-].[Na+]>Cl.O.O1CCCC1>[ClH:19].[NH:1]([C:2]1[CH:7]=[CH:6][C:5]([S:8]([CH3:11])(=[O:10])=[O:9])=[N:4][CH:3]=1)[NH2:12] |f:1.2,3.4.5,6.7,11.12|. Reported procedure: To a solution of 3-amino-6-(methylsulfonyl)pyridine (3.72 g, 21.6 mmol) in concentrated hydrochloric acid (30 mL), sodium nitrite (1.78 g, 25.7 mmol) in water (20 mL) was added dropwise at −10 to −15° C. and the mixture was stirred for 2 hours at −10 to −5° C. (note: the reaction was monitored by thin layer chromatography to make sure all the starting material was consumed). Tin(II) chloride dihydrate (20 g, 88.6 mmol) in concentrated hydrochloric acid (30 mL) was added dropwise at −5° C. The mi... The reactants are O=C([O-])[O-], CN(C)C=O, ClCCCN1CCOCC1, [K+], [K+], O, O=C1CC2CCc3cc(O)ccc3C2=NN1c1ccccn1. Yields the product O=C1CC2CCc3cc(OCCCN4CCOCC4)ccc3C2=NN1c1ccccn1. As a reaction SMILES: [C:23](=[O:24])([O-:25])[O-:26].[CH3:29][N:30]([CH3:31])[CH:32]=[O:33].[Cl:34][CH2:35][CH2:36][CH2:37][N:38]1[CH2:39][CH2:40][O:41][CH2:42][CH2:43]1.[K+:27].[K+:28].[OH2:44].[OH:1][c:2]1[cH:3][cH:4][c:5]2[c:6]([cH:22]1)[CH2:7][CH2:8][CH:9]1[CH2:10][C:11](=[O:21])[N:12]([c:15]3[n:16][cH:17][cH:18][cH:19][cH:20]3)[N:13]=[C:14]21>>[O:1]([c:2]1[cH:3][cH:4][c:5]2[c:6]([cH:22]1)[CH2:7][CH2:8][CH:9]1[CH2:10][C:11](=[O:21])[N:12]([c:15]3[n:16][cH:17][cH:18][cH:19][cH:20]3)[N:13]=[C:14]21)[CH2:35][CH2:36][CH2:37][N:38]1[CH2:39][CH2:40][O:41][CH2:42][CH2:43]1. The reactants are COCC1=NCCC2=C1SC=C2 (7-methoxymethyl-4,5-dihydro-thieno[2,3-c]pyridine), [BH4-].[Na+] (sodium borohydride). Run in CO (methanol). Reaction conditions: time 2 hour. Product: COCC1NCCC2=C1SC=C2 (7-methoxymethyl-4,5,6,7-tetrahydro-thieno[2,3-c]pyridine). RXN SMILES: [CH3:1][O:2][CH2:3][C:4]1[C:9]2[S:10][CH:11]=[CH:12][C:8]=2[CH2:7][CH2:6][N:5]=1.[BH4-].[Na+]>CO>[CH3:1][O:2][CH2:3][CH:4]1[C:9]2[S:10][CH:11]=[CH:12][C:8]=2[CH2:7][CH2:6][NH:5]1 |f:1.2|. Procedure details: 1.0 g (5.5 mmol) 7-methoxymethyl-4,5-dihydro-thieno[2,3-c]pyridine are dissolved in 10 ml of methanol and combined batchwise with 0.4 g (11.0 mmol) sodium borohydride while cooling with an ice bath. The ice bath is removed and the reaction mixture is stirred at RT for two hours. Then it is evaporated down and reacted further as the crude product. Reaction SMILES: [CH2:27]1[O:28][CH2:29][CH2:30][CH2:31]1.[CH3:25][OH:26].[CH3:34][CH2:35][O:36][C:37]([CH3:38])=[O:39].[Cl-:32].[F:1][c:2]1[c:3]([O:4][c:5]2[c:6]3[c:7]([n:8][cH:9][cH:10]2)[nH:11][cH:12][c:13]3[C:14](=[O:15])[O:16][CH3:17])[cH:18][cH:19][c:20]([N+:22]([O-:23])=[O:24])[cH:21]1.[NH4+:33].[Zn:40]>>[F:1][c:2]1[c:3]([O:4][c:5]2[c:6]3[c:7]([n:8][cH:9][cH:10]2)[nH:11][cH:12][c:13]3[C:14](=[O:15])[O:16][CH3:17])[cH:18][cH:19][c:20]([NH2:22])[cH:21]1. The reactants are C1CCOC1, CO, CCOC(C)=O, [Cl-], COC(=O)c1c[nH]c2nccc(Oc3ccc([N+](=O)[O-])cc3F)c12, [NH4+], [Zn]. Product: COC(=O)c1c[nH]c2nccc(Oc3ccc(N)cc3F)c12.